From a dataset of the Open Reaction Database (ORD), a public repository of structured organic reaction records. describe an organic reaction: reactants, conditions, products, and yield Starting materials: C1(CCCCCC1)NC(NN)=S (4-cycloheptyl-3-thiosemicarbazide), ClC(C(=O)OCC)C(=O)C (ethyl 2-chloroacetoacetate). Solvent: O1CCCC1 (tetrahydrofuran). Product: Cl.C1(CCCCCC1)NC1=NNC(=C1C(=O)OCC)C (3-(Cycloheptylamino)-5-methyl-1H-pyrazole-4-carboxylic acid, ethyl ester, hydrochloride). The yield is 55.1%. Reaction SMILES: [CH:1]1([NH:8][C:9](=S)[NH:10][NH2:11])[CH2:7][CH2:6][CH2:5][CH2:4][CH2:3][CH2:2]1.[Cl:13][CH:14]([C:20]([CH3:22])=O)[C:15]([O:17][CH2:18][CH3:19])=[O:16]>O1CCCC1>[ClH:13].[CH:1]1([NH:8][C:9]2[C:14]([C:15]([O:17][CH2:18][CH3:19])=[O:16])=[C:20]([CH3:22])[NH:11][N:10]=2)[CH2:7][CH2:6][CH2:5][CH2:4][CH2:3][CH2:2]1 |f:3.4|. Procedure: A solution of 11.6 g (0.0619 mole) of 4-cycloheptyl-3-thiosemicarbazide in 100 mL of tetrahydrofuran was stirred under nitrogen atmosphere while 10.2 g (0.062 mole) of ethyl 2-chloroacetoacetate was added. The reaction mixture quickly turned yellow and slowly became exothermic to boiling. The reaction mixture was refluxed for 1.5 hr, filtered (to remove amorphous sulfur), and concentrated in vacuo to give yellow granular solid, 19.7 g. Several attempts at recrystallization of the material from v... The product is C=CCN1C(=O)C2CC(c3ccc(N)cc3)(C2)C1=O. The reactants are C=CCN1C(=O)C2CC(c3ccc([N+](=O)[O-])cc3)(C2)C1=O, Cl, O, [Sn]. Reaction SMILES: [CH2:1]([CH:2]=[CH2:3])[N:4]1[C:5](=[O:21])[C:6]2([c:12]3[cH:13][cH:14][c:15]([N+:18]([O-:19])=[O:20])[cH:16][cH:17]3)[CH2:7][CH:8]([C:9]1=[O:10])[CH2:11]2.[ClH:24].[OH2:23].[Sn:22]>>[CH2:1]([CH:2]=[CH2:3])[N:4]1[C:5](=[O:21])[C:6]2([c:12]3[cH:13][cH:14][c:15]([NH2:18])[cH:16][cH:17]3)[CH2:7][CH:8]([C:9]1=[O:10])[CH2:11]2. Reaction conditions: time 8 hour. Yields the product C1(=CC=CC=C1)C=CCNC(=O)C=1C(NC(NC1C)=O)C1=CC(=CC=C1)Cl (4-(3-chlorophenyl)-6-methyl-2-oxo-1,2,3,4-tetrahydropyrimidine-5-carboxylic acid (3-phenyl-2-propene-1-yl)amide). Procedure details: 120 mg (0.450 mmol) of 4-(3-chlorophenyl)-6-methyl-2-oxo-1,2,3,4-tetrahydropyrimidine-5-carboxylic acid and 71.9 mg (0.540 mmol) of 3-phenyl-2-propene-1-ylamine were dissolved in 10 ml of DMF. 129 mg (0.675 mmol) of WSC hydrochloride was added to the obtained solution under cooling with ice, and they were stirred at room temperature overnight. After the concentration under reduced pressure, the reaction mixture was diluted with ethyl acetate and then washed with 1 N hydrochloric acid, saturated ... Reactants: ClC=1C=C(C=CC1)C1NC(NC(=C1C(=O)O)C)=O (4-(3-chlorophenyl)-6-methyl-2-oxo-1,2,3,4-tetrahydropyrimidine-5-carboxylic acid), C1(=CC=CC=C1)C=CCN (3-phenyl-2-propene-1-ylamine), CCN=C=NCCCN(C)C.Cl (WSC hydrochloride). Reaction SMILES: [Cl:1][C:2]1[CH:3]=[C:4]([CH:8]2[C:13]([C:14]([OH:16])=O)=[C:12]([CH3:17])[NH:11][C:10](=[O:18])[NH:9]2)[CH:5]=[CH:6][CH:7]=1.[C:19]1([CH:25]=[CH:26][CH2:27][NH2:28])[CH:24]=[CH:23][CH:22]=[CH:21][CH:20]=1.CCN=C=NCCCN(C)C.Cl>CN(C=O)C>[C:19]1([CH:25]=[CH:26][CH2:27][NH:28][C:14]([C:13]2[CH:8]([C:4]3[CH:5]=[CH:6][CH:7]=[C:2]([Cl:1])[CH:3]=3)[NH:9][C:10](=[O:18])[NH:11][C:12]=2[CH3:17])=[O:16])[CH:24]=[CH:23][CH:22]=[CH:21][CH:20]=1 |f:2.3|. Solvent: CN(C)C=O (DMF). Reactants: C1CNCCN1, Cn1c(=O)c(C#N)c(Cl)c2cc(F)ccc21, ClCCl. Product: Cn1c(=O)c(C#N)c(N2CCNCC2)c2cc(F)ccc21. As a reaction SMILES: [CH2:17]1[CH2:18][NH:19][CH2:20][CH2:21][NH:22]1.[Cl:1][c:2]1[c:3]([C:15]#[N:16])[c:4](=[O:14])[n:5]([CH3:13])[c:6]2[cH:7][cH:8][c:9]([F:12])[cH:10][c:11]12.[Cl:23][CH2:24][Cl:25]>>[c:2]1([N:19]2[CH2:18][CH2:17][NH:22][CH2:21][CH2:20]2)[c:3]([C:15]#[N:16])[c:4](=[O:14])[n:5]([CH3:13])[c:6]2[cH:7][cH:8][c:9]([F:12])[cH:10][c:11]12. The reactants are CC(C(C=1C=CC(=CC1)O)O)N2CCC(CC2)CC=3C=CC=CC3.Br (ifenprodil hydrobromide), O.N (ammonia water). Yields the product CC(C(C=1C=CC(=CC1)O)O)N2CCC(CC2)CC=3C=CC=CC3 (ifenprodil). As a reaction SMILES: [CH3:1][CH:2]([N:12]1[CH2:17][CH2:16][CH:15]([CH2:18][C:19]2[CH:20]=[CH:21][CH:22]=[CH:23][CH:24]=2)[CH2:14][CH2:13]1)[CH:3]([OH:11])[C:4]1[CH:5]=[CH:6][C:7]([OH:10])=[CH:8][CH:9]=1.Br.O.N>>[CH3:1][CH:2]([N:12]1[CH2:13][CH2:14][CH:15]([CH2:18][C:19]2[CH:24]=[CH:23][CH:22]=[CH:21][CH:20]=2)[CH2:16][CH2:17]1)[CH:3]([OH:11])[C:4]1[CH:5]=[CH:6][C:7]([OH:10])=[CH:8][CH:9]=1 |f:0.1,2.3|. Procedure: In the practical preparation of the free ifenprodil, it is convenient to obtain the free ifenprodil directly from the reaction mixture, without once isolating ifenprodil hydrobromide, by adding ammonia water or a similar weakly basic substance to the filtrate from which solid matters including the catalyst have been removed, and concentrating the filtrate under reduced pressure to obtain the free compound as a residue which may, if desired, be purified by recrystallization from ethanol or isopro... Starting materials: CCOC(=O)/N=N/C(=O)OCC (DEAD), ClC1=CC=C(C=N1)O (6-chloropyridin-3-ol), C1(=CC=CC=C1)P(C1=CC=CC=C1)C1=CC=CC=C1 (triphenylphosphine), O1[C@@H](C1)CO ((R)-oxiran-2-ylmethanol). The solvent is C1CCOC1 (THF). Run at temperature 0 celsius, time 30 hour. Product: ClC1=NC=C(C=C1)OC[C@H]1OC1 (2-Chloro-5-((S)-1-oxiranylmethoxy)-pyridine). Yield: 59.5%. RXN SMILES: [Cl:1][C:2]1[N:7]=[CH:6][C:5]([OH:8])=[CH:4][CH:3]=1.C1(P(C2C=CC=CC=2)C2C=CC=CC=2)C=CC=CC=1.[O:28]1[CH2:30][C@H:29]1[CH2:31]O.CCOC(/N=N/C(OCC)=O)=O>C1COCC1>[Cl:1][C:2]1[CH:3]=[CH:4][C:5]([O:8][CH2:31][C@@H:29]2[CH2:30][O:28]2)=[CH:6][N:7]=1. Reported procedure: In a 250 mL round-bottomed flask, 6-chloropyridin-3-ol (2.116 g, 16.3 mmol), triphenylphosphine (5.14 g, 19.6 mmol) and (R)-oxiran-2-ylmethanol (1.21 g, 1.08 ml, 16.3 mmol) were combined with THF (75.0 ml) to give a colorless solution. Cooled to 0° C. DEAD (3.41 g, 3.1 ml, 19.6 mmol) was added. The reaction mixture was allowed to come to 25° C. and stirred for 30 h. The reaction mixture was concentrated in vacuo. The crude product was purified by flash chromatography (silica gel, 80 g, 5% to 25%... Reactants: CNCC(OC)OC, CC#N, O=C(Cc1cccc(F)c1F)c1c[nH]c(C(=O)C(Cl)(Cl)Cl)c1. Yields the product COC(CN(C)C(=O)c1cc(C(=O)Cc2cccc(F)c2F)c[nH]1)OC. RXN SMILES: [CH3:23][O:24][CH:25]([CH2:26][NH:27][CH3:28])[O:29][CH3:30].[CH3:31][C:32]#[N:33].[Cl:1][C:2]([C:3](=[O:4])[c:5]1[nH:6][cH:7][c:8]([C:10]([CH2:11][c:12]2[c:13]([F:19])[c:14]([F:18])[cH:15][cH:16][cH:17]2)=[O:20])[cH:9]1)([Cl:21])[Cl:22]>>[C:3](=[O:4])([c:5]1[nH:6][cH:7][c:8]([C:10]([CH2:11][c:12]2[c:13]([F:19])[c:14]([F:18])[cH:15][cH:16][cH:17]2)=[O:20])[cH:9]1)[N:27]([CH2:26][CH:25]([O:24][CH3:23])[O:29][CH3:30])[CH3:28].